The task is: describe an organic reaction: reactants, conditions, products, and yield. This data is from the Open Reaction Database (ORD), a public repository of structured organic reaction records. Starting materials: OCC1COc2c(Cl)cc(Br)cc2O1, CS(=O)[O-], CS(C)=O, [Cu]I, [K+], [K+], [Na+], O=C([O-])[O-], O=C(O)C1CCCN1. Product: CS(=O)(=O)c1cc(Cl)c2c(c1)OC(CO)CO2. RXN SMILES: [Br:1][c:2]1[cH:3][c:4]([Cl:14])[c:5]2[c:6]([cH:13]1)[O:7][CH:8]([CH2:11][OH:12])[CH2:9][O:10]2.[CH3:15][S:16](=[O:17])[O-:18].[CH3:34][S:35]([CH3:36])=[O:37].[Cu:38][I:39].[K+:28].[K+:29].[Na+:19].[O-:30][C:31]([O-:32])=[O:33].[OH:20][C:21]([CH:22]1[NH:23][CH2:24][CH2:25][CH2:26]1)=[O:27]>>[c:2]1([S:16]([CH3:15])(=[O:17])=[O:18])[cH:3][c:4]([Cl:14])[c:5]2[c:6]([cH:13]1)[O:7][CH:8]([CH2:11][OH:12])[CH2:9][O:10]2. Starting materials: [BH3-]C#N, CNC, CO, [Na+], CC(=O)CC1(c2ccccc2)C=CCC=C1. The product is CC(CC1(c2ccccc2)C=CCC=C1)N(C)C. RXN SMILES: [C:20]([BH3-:21])#[N:22].[CH3:1][NH:2][CH3:3].[CH3:24][OH:25].[Na+:23].[c:4]1([C:10]2([CH2:16][C:17]([CH3:18])=[O:19])[CH:11]=[CH:12][CH2:13][CH:14]=[CH:15]2)[cH:5][cH:6][cH:7][cH:8][cH:9]1>>[CH3:1][N:2]([CH3:3])[CH:17]([CH2:16][C:10]1([c:4]2[cH:5][cH:6][cH:7][cH:8][cH:9]2)[CH:11]=[CH:12][CH2:13][CH:14]=[CH:15]1)[CH3:18]. Starting materials: NC1=NC=NN2C1=C(C(=C2)/C=C/C(=O)OCC)C2=CC=C(C=C2)[N+](=O)[O-] (ethyl (2E)-3-[4-amino-5-(4-nitrophenyl)pyrrolo[2,1-f][1,2,4]triazin-6-yl]acrylate). Reagents/catalysts: O=[Pt]=O (PtO2), O=[Pt]=O (PtO2). Run in C(C)(=O)O (acetic acid), C(C)(=O)O (acetic acid), C(C)(=O)O (acetic acid). Run at time 1 day. The product is NC1=NC=NN2C1=C(C(=C2)CCC(=O)OCC)C2=CC=C(C=C2)N (ethyl 3-[4-amino-5-(4-aminophenyl)pyrrolo[2,1-f][1,2,4]triazin-6-yl]propanoate). Yield: 90.4%. RXN SMILES: [NH2:1][C:2]1[C:7]2=[C:8]([C:18]3[CH:23]=[CH:22][C:21]([N+:24]([O-])=O)=[CH:20][CH:19]=3)[C:9](/[CH:11]=[CH:12]/[C:13]([O:15][CH2:16][CH3:17])=[O:14])=[CH:10][N:6]2[N:5]=[CH:4][N:3]=1>C(O)(=O)C.O=[Pt]=O>[NH2:1][C:2]1[C:7]2=[C:8]([C:18]3[CH:19]=[CH:20][C:21]([NH2:24])=[CH:22][CH:23]=3)[C:9]([CH2:11][CH2:12][C:13]([O:15][CH2:16][CH3:17])=[O:14])=[CH:10][N:6]2[N:5]=[CH:4][N:3]=1. Procedure: A suspension of PtO2 (16 mg, 0.070 mmol) in acetic acid (0.5 ml) was added to a suspension of ethyl (2E)-3-[4-amino-5-(4-nitrophenyl)pyrrolo[2,1-f][1,2,4]triazin-6-yl]acrylate (144 mg, 0.408 mmol) in acetic acid (2 ml) under N2 atmosphere. The flask was evacuated and refilled with hydrogen gas (3×) and the reaction proceeded under a hydrogen atmosphere (1 atm) for 1 d. Additional PtO2 (50 mg, 0.22 mmol) in acetic acid (0.5 ml) was added and the reaction proceeded under H2 atmosphere for an addit...